describe an organic reaction: reactants, conditions, products, and yield From a dataset of the Open Reaction Database (ORD), a public repository of structured organic reaction records. Starting materials: C(CCC)C1=CC=CC(N1CC1=CC=C(C=C1)C(=O)NC1=C(C=CC=C1)C(=O)OC)=O (6-butyl-1-[4-(2-methoxycarbonylanilinocarbonyl)benzyl]-1,2-dihydro-2-oxopyridine), [OH-].[Na+] (NaOH). The solvent is C1CCOC1 (THF). Conditions: time 48 hour. Yields the product C(CCC)C1=CC=CC(N1CC1=CC=C(C=C1)C(=O)NC1=C(C=CC=C1)C(=O)O)=O (6-butyl-1-[4-(2-carboxyanilinocarbonyl)benzyl]-1,2-dihydro-2-oxopyridine). Reaction SMILES: [CH2:1]([C:5]1[N:10]([CH2:11][C:12]2[CH:17]=[CH:16][C:15]([C:18]([NH:20][C:21]3[CH:26]=[CH:25][CH:24]=[CH:23][C:22]=3[C:27]([O:29]C)=[O:28])=[O:19])=[CH:14][CH:13]=2)[C:9](=[O:31])[CH:8]=[CH:7][CH:6]=1)[CH2:2][CH2:3][CH3:4].[OH-].[Na+]>C1COCC1>[CH2:1]([C:5]1[N:10]([CH2:11][C:12]2[CH:17]=[CH:16][C:15]([C:18]([NH:20][C:21]3[CH:26]=[CH:25][CH:24]=[CH:23][C:22]=3[C:27]([OH:29])=[O:28])=[O:19])=[CH:14][CH:13]=2)[C:9](=[O:31])[CH:8]=[CH:7][CH:6]=1)[CH2:2][CH2:3][CH3:4] |f:1.2|. Procedure: A mixture of 404 mg of 6-butyl-1-[4-(2-methoxycarbonylanilinocarbonyl)benzyl]-1,2-dihydro-2-oxopyridine, 10 ml of 0.1N aqueous NaOH solution and 17 ml of THF is left to stand for 48 hours at 20°. The THF is evaporated off, the residue is acidified with HCl and extracted with methylene chloride and the extract is dried over Na2SO4 to give 6-butyl-1-[4-(2-carboxyanilinocarbonyl)benzyl]-1,2-dihydro-2-oxopyridine after evaporation. Reactants: C(C)OC(=O)CC[Sn](CCC(=O)OCC)(Cl)Cl (bis(ethoxycarbonylethylene)tin dichloride), [S-2].[Na+].[Na+] (sodium sulfide), aqueous solution. Run in C1(=CC=CC=C1)C (toluene). Yields the product C(C)OC(=O)CC[Sn](CCC(=O)OCC)=S (Bis(ethoxycarbonylethylene)tin sulfide). As a reaction SMILES: [CH2:1]([O:3][C:4]([CH2:6][CH2:7][Sn:8](Cl)(Cl)[CH2:9][CH2:10][C:11]([O:13][CH2:14][CH3:15])=[O:12])=[O:5])[CH3:2].[S-2:18].[Na+].[Na+]>C1(C)C=CC=CC=1>[CH2:1]([O:3][C:4]([CH2:6][CH2:7][Sn:8](=[S:18])[CH2:9][CH2:10][C:11]([O:13][CH2:14][CH3:15])=[O:12])=[O:5])[CH3:2] |f:1.2.3|. Procedure details: To a solution of 78.4 L g (0.2 mole) bis(ethoxycarbonylethylene)tin dichloride in 160 ml toluene was added 15.6 g (0.2 mole) sodium sulfide as a 40% aqueous solution, while warming the mixture to maintain 85°-90° C. After the completion of the reaction, the layers were separated and the toluene solution of the product vacuum stripped to give the product as a viscous liquid, with refractive index 1.573 at 25° C. and infra-red absorption peaks at 1700, 1660, and 1190. The product analyzed 33.9% ti... The reactants are C(C)(C)N1C(NCC1=O)=O (3-isopropylimidazolidine-2,4-dione), COC(N(C)C)OC (dimethylformamide dimethylacetal). Reaction conditions: temperature 100 celsius. Yields the product CN(C)C=C1C(N(C(N1)=O)C(C)C)=O (5-Dimethylaminomethylene-3-isopropylimidazolidine-2,4-dione). RXN SMILES: [CH:1]([N:4]1[C:8](=[O:9])[CH2:7][NH:6][C:5]1=[O:10])([CH3:3])[CH3:2].CO[CH:13](OC)[N:14]([CH3:16])[CH3:15]>>[CH3:13][N:14]([CH:16]=[C:7]1[NH:6][C:5](=[O:10])[N:4]([CH:1]([CH3:3])[CH3:2])[C:8]1=[O:9])[CH3:15]. Reported procedure: A mixture of 5 g of 3-isopropylimidazolidine-2,4-dione and 5 ml dimethylformamide dimethylacetal were heated at 100° C. for 3 s. The reaction mixture was cooled to rt and purified by flash chromatography to give 2 g of an orange solid. 1H NMR (400 MHz, deuteriochloroform): δ=1.42 (6H, d, J=7 Hz), 3.11 (6H, s), 4.40 (1H, septet, J=7 Hz), 6.64 (1H, s), 9.55 (1H, br s). Starting materials: [Li]CCCC, CO, Cc1ccccc1, O=Cc1ccccc1Cl, Cl, Fc1ccccn1, C1CCOC1. The product is OC(c1ccccc1Cl)c1cccnc1F. As a reaction SMILES: [CH2:1]([Li:2])[CH2:3][CH2:4][CH3:5].[CH3:22][OH:23].[CH3:30][c:31]1[cH:32][cH:33][cH:34][cH:35][cH:36]1.[Cl:13][c:14]1[c:15]([CH:16]=[O:17])[cH:18][cH:19][cH:20][cH:21]1.[ClH:24].[F:6][c:7]1[n:8][cH:9][cH:10][cH:11][cH:12]1.[O:25]1[CH2:26][CH2:27][CH2:28][CH2:29]1>>[F:6][c:7]1[n:8][cH:9][cH:10][cH:11][c:12]1[CH:16]([c:15]1[c:14]([Cl:13])[cH:21][cH:20][cH:19][cH:18]1)[OH:17]. The reactants are CC=1C=CC2=C(SC(=C2)B(O)O)C1 (6-methyl-benzo[b]thiophene-2-boronic acid), BrC1=CC(=C(C=C1)C1=CC=CC=C1)C(F)(F)F (4-bromo-2-trifluoromethyl-biphenyl), C([O-])([O-])=O.[Na+].[Na+] (sodium carbonate), [Al] (aluminum). The reagents and catalysts are C=1C=CC(=CC1)[P](C=2C=CC=CC2)(C=3C=CC=CC3)[Pd]([P](C=4C=CC=CC4)(C=5C=CC=CC5)C=6C=CC=CC6)([P](C=7C=CC=CC7)(C=8C=CC=CC8)C=9C=CC=CC9)[P](C=1C=CC=CC1)(C=1C=CC=CC1)C=1C=CC=CC1 (tetrakis), C1(=CC=CC=C1)P(C1=CC=CC=C1)C1=CC=CC=C1.[Pd] (triphenylphosphine palladium(0)). Run in C1=CC=CC=C1 (benzene), [Cl-].[Na+].O (brine). Conditions: temperature 85 celsius. The product is CC=1C=CC2=C(SC(=C2)C2=CC(=C(C=C2)C2=CC=CC=C2)C(F)(F)F)C1 (6-methyl-2-(2-trifluoromethyl-biphenyl-4-yl)-benzo[b]thiophene). Isolated yield 54.3%. As a reaction SMILES: [CH3:1][C:2]1[CH:3]=[CH:4][C:5]2[CH:9]=[C:8](B(O)O)[S:7][C:6]=2[CH:13]=1.Br[C:15]1[CH:20]=[CH:19][C:18]([C:21]2[CH:26]=[CH:25][CH:24]=[CH:23][CH:22]=2)=[C:17]([C:27]([F:30])([F:29])[F:28])[CH:16]=1.[Al].C(=O)([O-])[O-].[Na+].[Na+]>C1C=CC=CC=1.[Cl-].[Na+].O.C1C=CC([P]([Pd]([P](C2C=CC=CC=2)(C2C=CC=CC=2)C2C=CC=CC=2)([P](C2C=CC=CC=2)(C2C=CC=CC=2)C2C=CC=CC=2)[P](C2C=CC=CC=2)(C2C=CC=CC=2)C2C=CC=CC=2)(C2C=CC=CC=2)C2C=CC=CC=2)=CC=1.C1(P(C2C=CC=CC=2)C2C=CC=CC=2)C=CC=CC=1.[Pd]>[CH3:1][C:2]1[CH:3]=[CH:4][C:5]2[CH:9]=[C:8]([C:15]3[CH:20]=[CH:19][C:18]([C:21]4[CH:26]=[CH:25][CH:24]=[CH:23][CH:22]=4)=[C:17]([C:27]([F:28])([F:30])[F:29])[CH:16]=3)[S:7][C:6]=2[CH:13]=1 |f:3.4.5,7.8.9,11.12,^1:50,52,71,90|. Procedure details: To a slurry of 6-methyl-benzo[b]thiophene-2-boronic acid (0.19 g, 0.001 mol) in 10 mL of benzene is added 4-bromo-2-trifluoromethyl-biphenyl ( 0.3g, 0.001 mol). The reaction flask is then covered with aluminum foil to keep out light. To this is added 58 mg of tetrakis(triphenylphosphine-palladium(0), followed by 1 mL of 2.0N sodium carbonate solution. The biphasic mixture is heated at 85° C. for 3 hours with vigorous stirring. The mixture is cooled to room temperature and 10 mL of brine solution... Reactants: C(C1=CC=CC=C1)OC(=O)N[C@H](C(=O)OC(C)(C)C)CNC(C1=CC=C(C=C1)OCC(NC=1NCCCN1)=O)=O (tert-Butyl (2S)-2-Benzyloxycarbonylamino-3-(4-((1,4,5,6-tetrahydropyrimidin-2-ylcarbamoyl)methyloxy)benzoylamino)propionate), FC(C(=O)O)(F)F (trifluoroacetic acid). The product is C(C1=CC=CC=C1)OC(=O)N[C@H](C(=O)O)CNC(C1=CC=C(C=C1)OCC(NC=1NCCCN1)=O)=O ((2S)-2-Benzyloxycarbonylamino-3-(4-((1,4, 5,6-tetrahydropyrimidin-2ylcarbamoyl)methyloxy)benzoylamino)propionic Acid). Reaction SMILES: [CH2:1]([O:8][C:9]([NH:11][C@@H:12]([CH2:20][NH:21][C:22](=[O:40])[C:23]1[CH:28]=[CH:27][C:26]([O:29][CH2:30][C:31](=[O:39])[NH:32][C:33]2[NH:34][CH2:35][CH2:36][CH2:37][N:38]=2)=[CH:25][CH:24]=1)[C:13]([O:15]C(C)(C)C)=[O:14])=[O:10])[C:2]1[CH:7]=[CH:6][CH:5]=[CH:4][CH:3]=1.FC(F)(F)C(O)=O>>[CH2:1]([O:8][C:9]([NH:11][C@@H:12]([CH2:20][NH:21][C:22](=[O:40])[C:23]1[CH:28]=[CH:27][C:26]([O:29][CH2:30][C:31](=[O:39])[NH:32][C:33]2[NH:38][CH2:37][CH2:36][CH2:35][N:34]=2)=[CH:25][CH:24]=1)[C:13]([OH:15])=[O:14])=[O:10])[C:2]1[CH:3]=[CH:4][CH:5]=[CH:6][CH:7]=1. Procedure: 87 mg of the tert-butyl ester obtained in step d) were stirred at room temperature for 15 min in 2 ml of 95% strength trifluoroacetic acid. After concentrating in vacuo, the mixture was triturated with ether, and the residue was filtered off and dried. Yield: 79 mg. Starting materials: [C-]#N.[Na+] (sodium cyanide), COC(CCCCCCBr)=O (7-bromoheptanoic acid methyl ester), CS(=O)C (DMSO). The reagents and catalysts are [I-].C(CCC)[N+](CCCC)(CCCC)CCCC (tetra-n-butylammonium iodide). The solvent is O (water). Reaction conditions: temperature 50 celsius. Yields the product C(C)OC(CCCCCCC#N)=O (7-cyanoheptanoic acid ethyl ester). Yield: 94.0%. As a reaction SMILES: [C-:1]#[N:2].[Na+].[CH3:4][O:5][C:6](=[O:14])[CH2:7][CH2:8][CH2:9][CH2:10][CH2:11][CH2:12]Br.[CH3:15]S(C)=O>[I-].C([N+](CCCC)(CCCC)CCCC)CCC.O>[CH2:4]([O:5][C:6](=[O:14])[CH2:7][CH2:8][CH2:9][CH2:10][CH2:11][CH2:12][C:1]#[N:2])[CH3:15] |f:0.1,4.5|. Procedure details: Add sodium cyanide (12.5 g, 255 mmol) and tetra-n-butylammonium iodide (10 g, 27.0 mmol) portionwise to a solution of 7-bromoheptanoic acid methyl ester (25 g, 105 mmol) in DMSO (300 mL) at room temperature under nitrogen and heat the mixture at 50° C. for 4 hours. Cool the mixture and dilute with water (200 mL) and extract with diethyl ether (2×200 mL). Dry the combined organic extracts over sodium sulfate and remove the solvent under reduced pressure to provide 7-cyanoheptanoic acid ethyl este... Reactants: N#CC1CN(C(=O)C(NC(=O)c2c[nH]c3ncc(Br)nc23)C2CC2)C1, CCCC[Sn](CCCC)(CCCC)c1cn(-c2cc(F)cc(F)c2F)cn1, [Cu]I, CN(C)C=O, c1ccc(P(c2ccccc2)(c2ccccc2)[Pd](P(c2ccccc2)(c2ccccc2)c2ccccc2)(P(c2ccccc2)(c2ccccc2)c2ccccc2)P(c2ccccc2)(c2ccccc2)c2ccccc2)cc1. The product is N#CC1CN(C(=O)C(NC(=O)c2c[nH]c3ncc(-c4cn(-c5cc(F)cc(F)c5F)cn4)nc23)C2CC2)C1. RXN SMILES: [C:28](#[N:29])[CH:30]1[CH2:31][N:32]([C:34]([CH:35]([CH:36]2[CH2:37][CH2:38]2)[NH:39][C:40](=[O:41])[c:42]2[cH:43][nH:44][c:45]3[n:46][cH:47][c:48]([Br:51])[n:49][c:50]23)=[O:52])[CH2:33]1.[CH2:1]([Sn:2]([CH2:3][CH2:4][CH2:5][CH3:20])([c:6]1[n:7][cH:8][n:9](-[c:11]2[c:12]([F:19])[c:13]([F:18])[cH:14][c:15]([F:17])[cH:16]2)[cH:10]1)[CH2:21][CH2:22][CH2:23][CH3:24])[CH2:25][CH2:26][CH3:27].[Cu:135][I:136].[O:53]=[CH:54][N:55]([CH3:56])[CH3:57].[cH:58]1[cH:59][cH:60][c:61]([P:62]([Pd:63]([P:64]([c:65]2[cH:66][cH:67][cH:68][cH:69][cH:70]2)([c:71]2[cH:72][cH:73][cH:74][cH:75][cH:76]2)[c:77]2[cH:78][cH:79][cH:80][cH:81][cH:82]2)([P:83]([c:84]2[cH:85][cH:86][cH:87][cH:88][cH:89]2)([c:90]2[cH:91][cH:92][cH:93][cH:94][cH:95]2)[c:96]2[cH:97][cH:98][cH:99][cH:100][cH:101]2)[P:102]([c:103]2[cH:104][cH:105][cH:106][cH:107][cH:108]2)([c:109]2[cH:110][cH:111][cH:112][cH:113][cH:114]2)[c:115]2[cH:116][cH:117][cH:118][cH:119][cH:120]2)([c:121]2[cH:122][cH:123][cH:124][cH:125][cH:126]2)[c:127]2[cH:128][cH:129][cH:130][cH:131][cH:132]2)[cH:133][cH:134]1>>[c:6]1(-[c:48]2[cH:47][n:46][c:45]3[nH:44][cH:43][c:42]([C:40]([NH:39][CH:35]([C:34]([N:32]4[CH2:31][CH:30]([C:28]#[N:29])[CH2:33]4)=[O:52])[CH:36]4[CH2:37][CH2:38]4)=[O:41])[c:50]3[n:49]2)[n:7][cH:8][n:9](-[c:11]2[c:12]([F:19])[c:13]([F:18])[cH:14][c:15]([F:17])[cH:16]2)[cH:10]1. Starting materials: CS(C)=O, COc1cc(CCNc2ncnc3scc(Cl)c23)ccc1O, FC(F)(F)c1ccnc(Cl)c1, O. Yields the product COc1cc(CCNc2ncnc3scc(Cl)c23)ccc1Oc1cc(C(F)(F)F)ccn1. As a reaction SMILES: [CH3:34][S:35]([CH3:36])=[O:37].[Cl:1][c:2]1[cH:3][s:4][c:5]2[n:6][cH:7][n:8][c:9]([NH:11][CH2:12][CH2:13][c:14]3[cH:15][c:16]([O:21][CH3:22])[c:17]([OH:20])[cH:18][cH:19]3)[c:10]12.[Cl:23][c:24]1[n:25][cH:26][cH:27][c:28]([C:30]([F:31])([F:32])[F:33])[cH:29]1.[OH2:38]>>[Cl:1][c:2]1[cH:3][s:4][c:5]2[n:6][cH:7][n:8][c:9]([NH:11][CH2:12][CH2:13][c:14]3[cH:15][c:16]([O:21][CH3:22])[c:17]([O:20][c:24]4[n:25][cH:26][cH:27][c:28]([C:30]([F:31])([F:32])[F:33])[cH:29]4)[cH:18][cH:19]3)[c:10]12. Reactants: COC1=C(CNS(=O)(=O)C2=CC(=C(C=C2)O[C@@H]2[C@H](CCC2)C2=CC=NN2C)F)C=CC(=C1)OC (N-(2,4-dimethoxybenzyl)-3-fluoro-4-{[(1S*,2R*)-2-(1-methyl-1H-pyrazol-5-yl)cyclopentyl]oxy}benzenesulfonamide), C(C)[SiH](CC)CC (triethylsilane), FC(C(=O)O)(F)F (trifluoroacetic acid). Run in ClCCl (dichloromethane). Yields the product FC=1C=C(C=CC1O[C@@H]1[C@H](CCC1)C1=CC=NN1C)S(=O)(=O)N (3-Fluoro-4-{[(1S*,2R*)-2-(1-methyl-1H-pyrazol-5-yl)cyclopentyl]oxy}benzenesulfonamide). Isolated yield 94.0%. Reaction SMILES: COC1C=C(OC)C=CC=1C[NH:6][S:7]([C:10]1[CH:15]=[CH:14][C:13]([O:16][C@H:17]2[CH2:21][CH2:20][CH2:19][C@@H:18]2[C:22]2[N:26]([CH3:27])[N:25]=[CH:24][CH:23]=2)=[C:12]([F:28])[CH:11]=1)(=[O:9])=[O:8].C([SiH](CC)CC)C.FC(F)(F)C(O)=O>ClCCl>[F:28][C:12]1[CH:11]=[C:10]([S:7]([NH2:6])(=[O:8])=[O:9])[CH:15]=[CH:14][C:13]=1[O:16][C@H:17]1[CH2:21][CH2:20][CH2:19][C@@H:18]1[C:22]1[N:26]([CH3:27])[N:25]=[CH:24][CH:23]=1. Procedure details: The reaction and aftertreatment were conducted in the same manner as in Example 1b by using the N-(2,4-dimethoxybenzyl)-3-fluoro-4-{[(1S*,2R*)-2-(1-methyl-1H-pyrazol-5-yl)cyclopentyl]oxy}benzenesulfonamide (0.92 g, 1.88 mmol) prepared in Example 16b, triethylsilane (1.5 mL), trifluoroacetic acid (15 mL) and dichloromethane (15 mL), to yield the title compound (0.60 g, 94%) as a colorless solid.